Dataset: the Open Reaction Database (ORD), a public repository of structured organic reaction records. Task: describe an organic reaction: reactants, conditions, products, and yield The reactants are FC(F)c1nc2ccccc2n1-c1nc(Cl)nc(N2CCOCC2)n1, NCc1ccncc1, C1COCCO1, O. Yields the product FC(F)c1nc2ccccc2n1-c1nc(NCc2ccncc2)nc(N2CCOCC2)n1. RXN SMILES: [Cl:1][c:2]1[n:3][c:4](-[n:14]2[c:15]([CH:23]([F:24])[F:25])[n:16][c:17]3[c:18]2[cH:19][cH:20][cH:21][cH:22]3)[n:5][c:6]([N:8]2[CH2:9][CH2:10][O:11][CH2:12][CH2:13]2)[n:7]1.[NH2:26][CH2:27][c:28]1[cH:29][cH:30][n:31][cH:32][cH:33]1.[O:34]1[CH2:35][CH2:36][O:37][CH2:38][CH2:39]1.[OH2:40]>>[c:2]1([NH:26][CH2:27][c:28]2[cH:29][cH:30][n:31][cH:32][cH:33]2)[n:3][c:4](-[n:14]2[c:15]([CH:23]([F:24])[F:25])[n:16][c:17]3[c:18]2[cH:19][cH:20][cH:21][cH:22]3)[n:5][c:6]([N:8]2[CH2:9][CH2:10][O:11][CH2:12][CH2:13]2)[n:7]1. The reactants are Cl (hydrogen chloride), CC1=C(OCC2=C(C=CC=C2)C(C(=O)OC)=O)C=CC=C1 (methyl 2-(2-methylphenoxymethyl)phenylglyoxylate), [Cl-].O[NH3+] (hydroxylammonium chloride), E- and Z-oximes. The solvent is CO (methanol). Reaction conditions: temperature 25 celsius, time 5 hour. Yields the product CC1=C(OCC2=C(C=CC=C2)\C(\C(=O)OC)=N/O)C=CC=C1 (methyl E-2-(2-methylphenoxymethyl)phenylglyoxylate oxime). Yield: 92.4%. As a reaction SMILES: [CH3:1][C:2]1[CH:21]=[CH:20][CH:19]=[CH:18][C:3]=1[O:4][CH2:5][C:6]1[CH:11]=[CH:10][CH:9]=[CH:8][C:7]=1[C:12](=O)[C:13]([O:15][CH3:16])=[O:14].[Cl-].[OH:23][NH3+:24].Cl>CO>[CH3:1][C:2]1[CH:21]=[CH:20][CH:19]=[CH:18][C:3]=1[O:4][CH2:5][C:6]1[CH:11]=[CH:10][CH:9]=[CH:8][C:7]=1/[C:12](=[N:24]\[OH:23])/[C:13]([O:15][CH3:16])=[O:14] |f:1.2|. Procedure: 56.8 g (0.2 mol) of methyl 2-(2-methylphenoxymethyl)phenylglyoxylate and 15.2 g (0.22 mol) of hydroxylammonium chloride in 67.5 ml of methanol are refluxed for 6.5 hours. The resulting mixture (of E- and Z-oximes) is cooled to 0° C. and 14.2 g (0.39 mol) of hydrogen chloride are passed in, and the mixture is then stirred at 25° C. for 5 hours. The solvent is removed by distillation under reduced pressure, the residue is taken up in diethyl ether, and the solution is washed with water, dried over... The reactants are C1CCNC1, ClCCl, O=[N+]([O-])c1cc(C(F)(F)F)ccc1CCl. Yields the product O=[N+]([O-])c1cc(C(F)(F)F)ccc1CN1CCCC1. RXN SMILES: [CH2:1]1[CH2:2][CH2:3][NH:4][CH2:5]1.[Cl:21][CH2:22][Cl:23].[Cl:6][CH2:7][c:8]1[c:9]([N+:18](=[O:19])[O-:20])[cH:10][c:11]([C:14]([F:15])([F:16])[F:17])[cH:12][cH:13]1>>[CH2:1]1[CH2:2][CH2:3][N:4]([CH2:7][c:8]2[c:9]([N+:18](=[O:19])[O-:20])[cH:10][c:11]([C:14]([F:15])([F:16])[F:17])[cH:12][cH:13]2)[CH2:5]1. The reactants are C(C)(=O)OC1=C(C=CC=C1)C(NC1=CC=C(C=C1)N)=O (2-(4-aminophenylcarbamoyl)phenyl acetate), C([O-])(O)=O.[Na+] (sodium bicarbonate), O (water), [Cl-].[Na+] (sodium chloride). Run in CO (methanol). Conditions: temperature 80 celsius. Product: NC1=CC=C(C=C1)NC(C1=C(C=CC=C1)O)=O (N-(4-Aminophenyl)-2-hydroxybenzamide). As a reaction SMILES: C([O:4][C:5]1[CH:10]=[CH:9][CH:8]=[CH:7][C:6]=1[C:11](=[O:20])[NH:12][C:13]1[CH:18]=[CH:17][C:16]([NH2:19])=[CH:15][CH:14]=1)(=O)C.C(=O)(O)[O-].[Na+].O.[Cl-].[Na+]>CO>[NH2:19][C:16]1[CH:15]=[CH:14][C:13]([NH:12][C:11](=[O:20])[C:6]2[CH:7]=[CH:8][CH:9]=[CH:10][C:5]=2[OH:4])=[CH:18][CH:17]=1 |f:1.2,4.5|. Procedure: To a solution of 2-(4-aminophenylcarbamoyl)phenyl acetate (580 mg) in methanol (10 mL) is added saturated sodium bicarbonate (2 mL) and water (3 mL). The mixture is heated at 80° C. for 30 minutes, then poured into half-saturated aqueous sodium chloride and extracted with ethyl acetate. The ethyl acetate solution is dried over anhydrous sodium sulfate and concentrated under reduced pressure to give an oil which is then triturated with diethyl ether to provide the desired product as a white solid... Reactants: NC(CC(=O)O)C1=CC(=C(C=C1)C#N)F (3-amino-3-(4-cyano-3-fluorophenyl)propionic acid), S(=O)(Cl)Cl (thionyl chloride), CO (methanol). Run at temperature 0 celsius, time 20 hour. The product is COC(CC(C1=CC(=C(C=C1)C#N)F)N)=O (3-amino-3-(4-cyano-3-fluoro-phenyl)-propionic acid methyl ester). Isolated yield 47.0%. As a reaction SMILES: [NH2:1][CH:2]([C:7]1[CH:12]=[CH:11][C:10]([C:13]#[N:14])=[C:9]([F:15])[CH:8]=1)[CH2:3][C:4]([OH:6])=[O:5].S(Cl)(Cl)=O.[CH3:20]O>>[CH3:20][O:5][C:4](=[O:6])[CH2:3][CH:2]([NH2:1])[C:7]1[CH:12]=[CH:11][C:10]([C:13]#[N:14])=[C:9]([F:15])[CH:8]=1. Procedure: 436 mg (2.09 mmol) 3-amino-3-(4-cyano-3-fluorophenyl)propionic acid were suspended in 8.5 ml methanol and the mixture cooled to 0° C. 0.23 ml (3.14 mmol) thionyl chloride were slowly added. The mixture was stirred at room temperature for 20 hours and concentrated. The residue was treated with saturated sodium hydrogen carbonate solution and extracted with dichloromethane. The organic part was dried with sodium sulfate and concentrated. Chromatography over silica gel (dichloromethane/ethanol 100/... Starting materials: solution, CC(C)(C)OC(=O)ON=C(C#N)C1=CC=CC=C1 (Boc-ON), Cl.Cl.N1C(CNCC1)C(=O)O (2-piperazinecarboxylic acid dihydrochloride), solution, C(C1=CC=CC=C1)OC(=O)ON1C(CCC1=O)=O (N-(benzyloxycarbonyloxy)succinimide), [OH-].[Na+] (NaOH). The solvent is O1CCOCC1 (dioxane), O1CCOCC1.O (dioxane water), O1CCOCC1 (dioxane). Reaction conditions: time 8 hour. The product is C(C1=CC=CC=C1)OC(=O)N1C(CN(CC1)C(=O)OC(C)(C)C)C(=O)O (1-[(benzyloxy)carbonyl]-4-(tert-butoxycarbonyl)piperazine-2-carboxylic acid). As a reaction SMILES: Cl.Cl.[NH:3]1[CH2:8][CH2:7][NH:6][CH2:5][CH:4]1[C:9]([OH:11])=[O:10].[OH-].[Na+].[CH3:14][C:15]([O:18][C:19](ON=C(C1C=CC=CC=1)C#N)=[O:20])([CH3:17])[CH3:16].[CH2:32]([O:39][C:40]([O:42]N1C(=O)CCC1=O)=O)[C:33]1[CH:38]=[CH:37][CH:36]=[CH:35][CH:34]=1>O1CCOCC1.O1CCOCC1.O>[CH2:32]([O:39][C:40]([N:3]1[CH2:8][CH2:7][N:6]([C:19]([O:18][C:15]([CH3:17])([CH3:16])[CH3:14])=[O:20])[CH2:5][CH:4]1[C:9]([OH:11])=[O:10])=[O:42])[C:33]1[CH:34]=[CH:35][CH:36]=[CH:37][CH:38]=1 |f:0.1.2,3.4,8.9|. Reported procedure: A solution 0.164 M of 2-piperazinecarboxylic acid dihydrochloride in a 1:1 dioxane-water mixture was made basic (pH 11) with 50% aqueous NaOH. A 0.68 M solution of Boc-ON (1.1 eq) in dioxane was added dropwise at RT to the above mixture and the reaction mixture was stirred at RT overnight. The mixture was extracted with Et2O (×3) and acidified with conc. HCl to pH 2. The aqueous layer was extracted with EtOAc (×3). The aqueous solution was basified to pH 10 with 50% NaOH. A 0.59 M solution N-(be... The reactants are CCOc1ccc(OCc2ccc(OCc3nc(-c4ccccc4)oc3C)cc2)c(CC(=O)OC)c1, CO, Cl, [Na+], C1CCOC1, [OH-], O. The product is CCOc1ccc(OCc2ccc(OCc3nc(-c4ccccc4)oc3C)cc2)c(CC(=O)O)c1. As a reaction SMILES: [CH2:1]([CH3:2])[O:3][c:4]1[cH:5][cH:6][c:7]([O:15][CH2:16][c:17]2[cH:18][cH:19][c:20]([O:23][CH2:24][c:25]3[n:26][c:27](-[c:31]4[cH:32][cH:33][cH:34][cH:35][cH:36]4)[o:28][c:29]3[CH3:30])[cH:21][cH:22]2)[c:8]([CH2:10][C:11](=[O:12])[O:13][CH3:14])[cH:9]1.[CH3:46][OH:47].[ClH:44].[Na+:43].[O:37]1[CH2:38][CH2:39][CH2:40][CH2:41]1.[OH-:42].[OH2:45]>>[CH2:1]([CH3:2])[O:3][c:4]1[cH:5][cH:6][c:7]([O:15][CH2:16][c:17]2[cH:18][cH:19][c:20]([O:23][CH2:24][c:25]3[n:26][c:27](-[c:31]4[cH:32][cH:33][cH:34][cH:35][cH:36]4)[o:28][c:29]3[CH3:30])[cH:21][cH:22]2)[c:8]([CH2:10][C:11](=[O:12])[OH:13])[cH:9]1. Reactants: BrC1=CC=2N(C=C1)N=CC2C(=O)N(CC2=CC=C(C=C2)OC)CC2=CC=C(C=C2)OC (5-bromo-N,N-bis(4-methoxybenzyl)pyrazolo[1,5-a]pyridine-3-carboxamide), CC(C)OC1=C(C(=CC=C1)OC(C)C)C2=CC=CC=C2P(C3CCCCC3)C4CCCCC4 (RuPhos), C([O-])([O-])=O.[Cs+].[Cs+] (cesium carbonate), FC=1C=C(C=CC1)[C@H]1C[C@H](CN1)O ((3R,5R)-5-(3-fluorophenyl)pyrrolidin-3-ol). Reagents/catalysts: C(C)(=O)[O-].[Pd+2].C(C)(=O)[O-] (palladium acetate). Run in CC(C)(C)O (tBuOH). Run at temperature 120 celsius. Yields the product FC=1C=C(C=CC1)[C@@H]1N(C[C@@H](C1)O)C1=CC=2N(C=C1)N=CC2C(=O)N(CC2=CC=C(C=C2)OC)CC2=CC=C(C=C2)OC (5-((2R,4R)-2-(3-fluorophenyl)-4-hydroxypyrrolidin-1-yl)-N,N-bis(4-methoxybenzyl)pyrazolo[1,5-a]pyridine-3-carboxamide). As a reaction SMILES: Br[C:2]1[CH:7]=[CH:6][N:5]2[N:8]=[CH:9][C:10]([C:11]([N:13]([CH2:23][C:24]3[CH:29]=[CH:28][C:27]([O:30][CH3:31])=[CH:26][CH:25]=3)[CH2:14][C:15]3[CH:20]=[CH:19][C:18]([O:21][CH3:22])=[CH:17][CH:16]=3)=[O:12])=[C:4]2[CH:3]=1.CC(OC1C=CC=C(OC(C)C)C=1C1C(P(C2CCCCC2)C2CCCCC2)=CC=CC=1)C.C(=O)([O-])[O-].[Cs+].[Cs+].[F:71][C:72]1[CH:73]=[C:74]([C@@H:78]2[NH:82][CH2:81][C@H:80]([OH:83])[CH2:79]2)[CH:75]=[CH:76][CH:77]=1>C([O-])(=O)C.[Pd+2].C([O-])(=O)C.CC(O)(C)C>[F:71][C:72]1[CH:73]=[C:74]([C@H:78]2[CH2:79][C@@H:80]([OH:83])[CH2:81][N:82]2[C:2]2[CH:7]=[CH:6][N:5]3[N:8]=[CH:9][C:10]([C:11]([N:13]([CH2:23][C:24]4[CH:29]=[CH:28][C:27]([O:30][CH3:31])=[CH:26][CH:25]=4)[CH2:14][C:15]4[CH:20]=[CH:19][C:18]([O:21][CH3:22])=[CH:17][CH:16]=4)=[O:12])=[C:4]3[CH:3]=2)[CH:75]=[CH:76][CH:77]=1 |f:2.3.4,6.7.8|. Procedure: A N2 purged flask was charged with 5-bromo-N,N-bis(4-methoxybenzyl)pyrazolo[1,5-a]pyridine-3-carboxamide (I-26) (0.19 g, 0.39 mmol), palladium acetate (3 mg, 12 μmol), RuPhos (11 mg, 24 μmol), cesium carbonate (0.25 g, 0.78 mmol), tBuOH (1 mL) and (3R,5R)-5-(3-fluorophenyl)pyrrolidin-3-ol (I-32) (71 mg, 0.39 mmol). The contents were heated to 120° C. overnight in an oil bath. Upon cooling to room temperature the reaction was filtered through celite and concentrated. The crude product was purifie... Starting materials: NC(CO)(CO)C (2-amino-2-methyl-1,3-propanediol), C1(CCCCC1)=O (cyclohexanone). Run in C1(=CC=CC=C1)C (toluene). Yields the product CC1(COC2(N1)CCCCC2)CO (3-Methyl-3-Methylol-1-Oxa-4-Azaspiro[4.5]Decane). As a reaction SMILES: [NH2:1][C:2]([CH3:7])([CH2:5][OH:6])[CH2:3][OH:4].[C:8]1(=O)[CH2:13][CH2:12][CH2:11][CH2:10][CH2:9]1>C1(C)C=CC=CC=1>[CH3:7][C:2]1([CH2:5][OH:6])[NH:1][C:8]2([CH2:13][CH2:12][CH2:11][CH2:10][CH2:9]2)[O:4][CH2:3]1. Reported procedure: The procedure of Example 1 was employed utilizing 2-amino-2-methyl-1,3-propanediol (42.05 grams; 0.4 mole) and cyclohexanone (39.26 grams; 0.4 mole) in 250 mls of toluene. After removing the toluene, the residue was distilled to obtain 37.7 grams (50.8% of theoretical; b.p. 120° C. at 2.0 mm.) of the desired compound. Reactants: O1[C@@H](C1)COC1=C2C=CNC2=CC=C1 ((S)-(+)-4-(oxiranylmethoxy)-1H-indole), OC1(CCNCC1)C1=CC2=CC=C(C=C2C=C1)OCCCCCC (4-hydroxy-4-(6-hexyloxynaphth-2-yl)piperidine). Product: N1C=CC2=C(C=CC=C12)OC[C@H](CN1CCC(CC1)(C1=CC2=CC=C(C=C2C=C1)OCCCCCC)O)O ((2S)-(-)-1-(4-indolyloxy)-3-[4-hydroxy-4-(6-hexyloxynaphth-2-yl)piperidine-1-yl]-2-propanol). The yield is 56.9%. RXN SMILES: [O:1]1[CH2:3][C@H:2]1[CH2:4][O:5][C:6]1[CH:14]=[CH:13][CH:12]=[C:11]2[C:7]=1[CH:8]=[CH:9][NH:10]2.[OH:15][C:16]1([C:22]2[CH:31]=[CH:30][C:29]3[C:24](=[CH:25][CH:26]=[C:27]([O:32][CH2:33][CH2:34][CH2:35][CH2:36][CH2:37][CH3:38])[CH:28]=3)[CH:23]=2)[CH2:21][CH2:20][NH:19][CH2:18][CH2:17]1>>[NH:10]1[C:11]2[C:7](=[C:6]([O:5][CH2:4][C@@H:2]([OH:1])[CH2:3][N:19]3[CH2:20][CH2:21][C:16]([OH:15])([C:22]4[CH:31]=[CH:30][C:29]5[C:24](=[CH:25][CH:26]=[C:27]([O:32][CH2:33][CH2:34][CH2:35][CH2:36][CH2:37][CH3:38])[CH:28]=5)[CH:23]=4)[CH2:17][CH2:18]3)[CH:14]=[CH:13][CH:12]=2)[CH:8]=[CH:9]1. Procedure: Beginning with 0.232 gm (1.2 mMol) (S)-(+)-4-(oxiranylmethoxy)-1H-indole and 0.400 gm (1.2 mMol) 4-hydroxy-4-(6-hexyloxynaphth-2-yl)piperidine, 0.353 gm (56%) of the title compound were recovered as a white solid by the procedure described in Example 9.